This data is from the Open Reaction Database (ORD), a public repository of structured organic reaction records. The task is: describe an organic reaction: reactants, conditions, products, and yield Starting materials: Compound 133, ClC1=C(C=C(C=C1)[N+](=O)[O-])OC(F)F (1-chloro-2-(difluoromethoxy)-4-nitrobenzene), CC(C)([O-])C.[K+] (potassium tert-butoxide), C(=O)(OC(C)(C)C)N1CCC(CC1)O (N-Boc-4-hydroxypiperidine). Yield: 28.0%. Yields the product FC(OC1=C(OC2CCN(CC2)C(=O)OC(C)(C)C)C=CC(=C1)[N+](=O)[O-])F (tert-butyl 4-(2-(difluoromethoxy)-4-nitrophenoxy)piperidine-1-carboxylate). Reported procedure: Using similar procedure detailed below for Compound 133, but using 1-chloro-2-(difluoromethoxy)-4-nitrobenzene (prepared according to US patent application no. 2010/090875) (1.12 g, 5.0 mmol), potassium tert-butoxide (1.18 g, 10.0 mmol) and N-Boc-4-hydroxypiperidine (2.0 g, 10.0 mmol) in THF (30 mL) was stirred for a weekend at room temperature to give the product (406 mg, 28% yield) after workup and purification by column chromatography on silica gel using EtOAc/heptane (1:9 to 1:1) as eluent. ... As a reaction SMILES: Cl[C:2]1[CH:7]=[CH:6][C:5]([N+:8]([O-:10])=[O:9])=[CH:4][C:3]=1[O:11][CH:12]([F:14])[F:13].CC(C)([O-])C.[K+].[C:21]([N:28]1[CH2:33][CH2:32][CH:31]([OH:34])[CH2:30][CH2:29]1)([O:23][C:24]([CH3:27])([CH3:26])[CH3:25])=[O:22]>C1COCC1>[F:13][CH:12]([F:14])[O:11][C:3]1[CH:4]=[C:5]([N+:8]([O-:10])=[O:9])[CH:6]=[CH:7][C:2]=1[O:34][CH:31]1[CH2:30][CH2:29][N:28]([C:21]([O:23][C:24]([CH3:27])([CH3:26])[CH3:25])=[O:22])[CH2:33][CH2:32]1 |f:1.2|. The solvent is C1CCOC1 (THF).